From a dataset of the Open Reaction Database (ORD), a public repository of structured organic reaction records. describe an organic reaction: reactants, conditions, products, and yield The reactants are NC=1N(C(C2(N1)CC(OC1=CC=C(C=C12)Br)C1=C(C(=CC=C1)F)F)=O)C (2′-amino-6-bromo-2-(2,3-difluorophenyl)-1′-methylspiro[chroman-4,4′-imidazol]-5′(1′H)-one), C(#N)C=1C=C(C=CC1)B(O)O (3-cyanophenylboronic acid), C([O-])([O-])=O.[Cs+].[Cs+] (cesium carbonate). The reagents and catalysts are Cl[Pd]([P](C1=CC=CC=C1)(C2=CC=CC=C2)C3=CC=CC=C3)([P](C4=CC=CC=C4)(C5=CC=CC=C5)C6=CC=CC=C6)Cl (Pd(PPh3)2Cl2). The solvent is O1CCOCC1 (1,4-dioxane). Run at temperature 120 celsius. The product is NC=1N(C(C2(N1)CC(OC1=CC=C(C=C12)C=1C=C(C#N)C=CC1)C1=C(C(=CC=C1)F)F)=O)C (3-(2′-amino-2-(2,3-difluorophenyl)-1′-methyl-5′-oxo-1′,5′-dihydrospiro[chroman-4,4′-imidazole]-6-yl)benzonitrile). Isolated yield 31.6%. As a reaction SMILES: [NH2:1][C:2]1[N:3]([CH3:26])[C:4](=[O:25])[C:5]2([C:15]3[C:10](=[CH:11][CH:12]=[C:13](Br)[CH:14]=3)[O:9][CH:8]([C:17]3[CH:22]=[CH:21][CH:20]=[C:19]([F:23])[C:18]=3[F:24])[CH2:7]2)[N:6]=1.[C:27]([C:29]1[CH:30]=[C:31](B(O)O)[CH:32]=[CH:33][CH:34]=1)#[N:28].C(=O)([O-])[O-].[Cs+].[Cs+]>O1CCOCC1.Cl[Pd](Cl)([P](C1C=CC=CC=1)(C1C=CC=CC=1)C1C=CC=CC=1)[P](C1C=CC=CC=1)(C1C=CC=CC=1)C1C=CC=CC=1>[NH2:1][C:2]1[N:3]([CH3:26])[C:4](=[O:25])[C:5]2([C:15]3[C:10](=[CH:11][CH:12]=[C:13]([C:33]4[CH:34]=[C:29]([CH:30]=[CH:31][CH:32]=4)[C:27]#[N:28])[CH:14]=3)[O:9][CH:8]([C:17]3[CH:22]=[CH:21][CH:20]=[C:19]([F:23])[C:18]=3[F:24])[CH2:7]2)[N:6]=1 |f:2.3.4,^1:52,71|. Procedure details: A mixture of 2′-amino-6-bromo-2-(2,3-difluorophenyl)-1′-methylspiro[chroman-4,4′-imidazol]-5′(1′H)-one (25 mg, 0.05 mmol), 3-cyanophenylboronic acid (19.7 mg, 0.104 mmol), Pd(PPh3)2Cl2 (10 mg, 50%), aqueous cesium carbonate solution (2 M, 0.3 mL) in dry 1,4-dioxane (1 mL) was heated at 120° C. under microwave reactor for 30 minutes. The mixture was concentrated to give the residue, which was purified by preparative TLC to give 3-(2′-amino-2-(2,3-difluorophenyl)-1′-methyl-5′-oxo-1′,5′-dihydrospir... Starting materials: C(C)N1CCOC=2C1=CC1=C(CCN(CC1)C(=O)OC(C)(C)C)C2 (t-butyl 4-ethyl-3,4,6,7,9,10-hexahydro[1,4]oxazino[2,3-h][3]benzazepine-8(2H)-carboxylate), C(O)([O-])=O.[Na+] (sodium hydrogen carbonate), BrBr (bromine), S(=S)(=O)([O-])[O-].[Na+].[Na+] (sodium thiosulfate). The solvent is ClC(C)Cl (dichloroethane), ClC(C)Cl (dichloroethane). Conditions: time 30 minute. Product: BrC1=C2C(=CC=3CCN(CCC31)C(=O)OC(C)(C)C)OCCN2CC (t-butyl 5-bromo-4-ethyl-3,4,6,7,9,10-hexahydro[1,4]oxazino[2,3-h][3]benzazepine-8(2H)-carboxylate). RXN SMILES: [CH2:1]([N:3]1[C:8]2=[CH:9][C:10]3[CH2:16][CH2:15][N:14]([C:17]([O:19][C:20]([CH3:23])([CH3:22])[CH3:21])=[O:18])[CH2:13][CH2:12][C:11]=3[CH:24]=[C:7]2[O:6][CH2:5][CH2:4]1)[CH3:2].C(=O)([O-])O.[Na+].[Br:30]Br.S([O-])([O-])(=O)=S.[Na+].[Na+]>ClC(Cl)C>[Br:30][C:9]1[C:10]2[CH2:16][CH2:15][N:14]([C:17]([O:19][C:20]([CH3:23])([CH3:22])[CH3:21])=[O:18])[CH2:13][CH2:12][C:11]=2[CH:24]=[C:7]2[O:6][CH2:5][CH2:4][N:3]([CH2:1][CH3:2])[C:8]=12 |f:1.2,4.5.6|. Reported procedure: To a solution of 860 mg of t-butyl 4-ethyl-3,4,6,7,9,10-hexahydro[1,4]oxazino[2,3-h][3]benzazepine-8(2H)-carboxylate in 25 ml of dichloroethane was added 1.1 g of sodium hydrogen carbonate, and further, a solution of 200 μl of bromine in 5 ml of dichloroethane was added dropwise thereto over about 30 minutes, followed by stirring at room temperature. To the reaction mixture was slowly added a 3% aqueous sodium thiosulfate solution, followed by stirring vigorously and extracting with chloroform t... The reactants are C1(=CC=CC=C1)C(C1=CC=NC=C1)C1=CC=CC=C1 (diphenyl-4-pyridylmethane), Cl (hydrogen chloride). The reagents and catalysts are [Pd] (palladium on carbon). Run in C(C)(=O)O (acetic acid). Conditions: time 4 day. Product: Cl.C1(=CC=CC=C1)C(C1CCNCC1)C1=CC=CC=C1 (4-(Diphenylmethyl)piperidine hydrochloride). RXN SMILES: [C:1]1([CH:7]([C:14]2[CH:19]=[CH:18][CH:17]=[CH:16][CH:15]=2)[C:8]2[CH:13]=[CH:12][N:11]=[CH:10][CH:9]=2)[CH:6]=[CH:5][CH:4]=[CH:3][CH:2]=1.[ClH:20]>[Pd].C(O)(=O)C>[ClH:20].[C:1]1([CH:7]([C:14]2[CH:19]=[CH:18][CH:17]=[CH:16][CH:15]=2)[CH:8]2[CH2:9][CH2:10][NH:11][CH2:12][CH2:13]2)[CH:2]=[CH:3][CH:4]=[CH:5][CH:6]=1 |f:4.5|. Procedure details: A mixture of 62.69 g (0.256 mole) of diphenyl-4-pyridylmethane and 6.4 g of 10% palladium on carbon (0.0060 mole) in 300 ml of glacial acetic acid and under an atmosphere of hydrogen (44 psi) was shaken on a Parr apparatus at 85° for 4 days. The reaction mixture was filtered, and the solvent was removed in vacuo from the filtrate. The residue was partitioned between methylene chloride and dilute sodium hydroxide. The methylene chloride solution was dried over magnesium sulfate, and the solvent w... Reactants: macrocycles, alcohols, O (water), C1OCC12COCCNCCOCCOCCNCCOC2 (2,6,12,15,21-pentaoxa-9,18-diazaspiro[3.18]docosane). Product: OCC1(COCCNCCOCCOCCNCCOC1)CO (12,12-bis(hydroxymethyl)-1,4,10,14-tetraoxa-7,17-diazacyclononadecane). As a reaction SMILES: [CH2:1]1[C:4]2([CH2:22][O:21][CH2:20][CH2:19][NH:18][CH2:17][CH2:16][O:15][CH2:14][CH2:13][O:12][CH2:11][CH2:10][NH:9][CH2:8][CH2:7][O:6][CH2:5]2)[CH2:3][O:2]1.[OH2:23]>>[OH:2][CH2:3][C:4]1([CH2:1][OH:23])[CH2:22][O:21][CH2:20][CH2:19][NH:18][CH2:17][CH2:16][O:15][CH2:14][CH2:13][O:12][CH2:11][CH2:10][NH:9][CH2:8][CH2:7][O:6][CH2:5]1. Reported procedure: The oxetane ring in these macrocycles can be opened, by addition of water as well as of alcohols. For example, acid-catalysed hydrolysis of 2,6,12,15,21-pentaoxa-9,18-diazaspiro[3.18]docosane yields 12,12-bis(hydroxymethyl)-1,4,10,14-tetraoxa-7,17-diazacyclononadecane. ##EQU16## The reactants are B, C1CCOC1, C1CCOC1, O=C(O)CCC1CCOC1. The product is OCCCC1CCOC1. As a reaction SMILES: [B:11].[CH2:12]1[O:13][CH2:14][CH2:15][CH2:16]1.[CH2:17]1[O:18][CH2:19][CH2:20][CH2:21]1.[O:1]1[CH2:2][CH:3]([CH2:6][CH2:7][C:8](=[O:9])[OH:10])[CH2:4][CH2:5]1>>[O:1]1[CH2:2][CH:3]([CH2:6][CH2:7][CH2:8][OH:9])[CH2:4][CH2:5]1. The reactants are CC(C)(C)OC(=O)c1ccc(Br)nc1, OB(O)c1cc(F)cc(F)c1, [Pd], c1ccc(P(c2ccccc2)c2ccccc2)cc1, c1ccc(P(c2ccccc2)c2ccccc2)cc1, c1ccc(P(c2ccccc2)c2ccccc2)cc1, c1ccc(P(c2ccccc2)c2ccccc2)cc1. The product is CC(C)(C)OC(=O)c1ccc(-c2cc(F)cc(F)c2)nc1. RXN SMILES: [Br:12][c:13]1[n:14][cH:15][c:16]([C:17](=[O:18])[O:19][C:20]([CH3:21])([CH3:22])[CH3:23])[cH:24][cH:25]1.[F:1][c:2]1[cH:3][c:4]([B:9]([OH:10])[OH:11])[cH:5][c:6]([F:8])[cH:7]1.[Pd:102].[c:26]1([P:27]([c:28]2[cH:29][cH:30][cH:31][cH:32][cH:33]2)[c:34]2[cH:35][cH:36][cH:37][cH:38][cH:39]2)[cH:40][cH:41][cH:42][cH:43][cH:44]1.[c:45]1([P:46]([c:47]2[cH:48][cH:49][cH:50][cH:51][cH:52]2)[c:53]2[cH:54][cH:55][cH:56][cH:57][cH:58]2)[cH:59][cH:60][cH:61][cH:62][cH:63]1.[c:64]1([P:65]([c:66]2[cH:67][cH:68][cH:69][cH:70][cH:71]2)[c:72]2[cH:73][cH:74][cH:75][cH:76][cH:77]2)[cH:78][cH:79][cH:80][cH:81][cH:82]1.[c:83]1([P:84]([c:85]2[cH:86][cH:87][cH:88][cH:89][cH:90]2)[c:91]2[cH:92][cH:93][cH:94][cH:95][cH:96]2)[cH:97][cH:98][cH:99][cH:100][cH:101]1>>[F:1][c:2]1[cH:3][c:4](-[c:13]2[n:14][cH:15][c:16]([C:17](=[O:18])[O:19][C:20]([CH3:21])([CH3:22])[CH3:23])[cH:24][cH:25]2)[cH:5][c:6]([F:8])[cH:7]1.